This data is from the Open Reaction Database (ORD), a public repository of structured organic reaction records. The task is: describe an organic reaction: reactants, conditions, products, and yield The reactants are CCC(C)=O, COP(=O)(C(=O)c1c(C)cc(C)cc1C)c1ccccc1, [I-], [Na+]. The product is Cc1cc(C)c(C(=O)P(=O)([O-])c2ccccc2)c(C)c1, [Na+]. As a reaction SMILES: [CH2:24]([C:25]([CH3:26])=[O:27])[CH3:28].[CH3:1][c:2]1[c:3]([C:4](=[O:5])[P:6]([O:7][CH3:8])(=[O:9])[c:10]2[cH:11][cH:12][cH:13][cH:14][cH:15]2)[c:16]([CH3:21])[cH:17][c:18]([CH3:20])[cH:19]1.[I-:23].[Na+:22]>>[CH3:1][c:2]1[c:3]([C:4](=[O:5])[P:6](=[O:7])([O-:9])[c:10]2[cH:11][cH:12][cH:13][cH:14][cH:15]2)[c:16]([CH3:21])[cH:17][c:18]([CH3:20])[cH:19]1.[Na+:22]. Starting materials: CCc1cccc(N(C)C#N)c1, ClCCl, Cl, Nc1cccc2ccccc12. Yields the product CCc1cccc(N(C)C(=N)Nc2cccc3ccccc23)c1, Cl. As a reaction SMILES: [CH2:1]([CH3:2])[c:3]1[cH:4][c:5]([N:9]([C:10]#[N:11])[CH3:12])[cH:6][cH:7][cH:8]1.[Cl:25][CH2:26][Cl:27].[ClH:13].[NH2:14][c:15]1[cH:16][cH:17][cH:18][c:19]2[cH:20][cH:21][cH:22][cH:23][c:24]12>>[CH2:1]([CH3:2])[c:3]1[cH:4][c:5]([N:9]([C:10](=[NH:11])[NH:14][c:15]2[cH:16][cH:17][cH:18][c:19]3[cH:20][cH:21][cH:22][cH:23][c:24]23)[CH3:12])[cH:6][cH:7][cH:8]1.[ClH:13]. Reactants: C(=C)OCCCl (2-chloroethyl vinyl ether), C1(C=2C(C(N1)=O)=CC=CC2)=O.[K] (potassium phthalimide), CN(C)C=O (DMF). Reagents/catalysts: [Br-].C(CCC)[N+](CCCC)(CCCC)CCCC (tetra n-butyl ammonium bromide). Run in O (water). The product is C(=C)OCCC1=C2C(C(=O)NC2=O)=CC=C1 (2-Vinyloxy Ethyl Phthalimide). Reaction SMILES: [CH:1]([O:3][CH2:4][CH2:5]Cl)=[CH2:2].[C:7]1(=[O:17])[NH:11][C:10](=[O:12])[C:9]2=[CH:13][CH:14]=[CH:15][CH:16]=[C:8]12.[K].CN(C=O)C>[Br-].C([N+](CCCC)(CCCC)CCCC)CCC.O>[CH:1]([O:3][CH2:4][CH2:5][C:16]1[CH:15]=[CH:14][CH:13]=[C:9]2[C:10]([NH:11][C:7](=[O:17])[C:8]=12)=[O:12])=[CH2:2] |f:1.2,4.5,^1:17|. Procedure: 2-Vinyloxy Ethyl Phthalimide was prepared via reacting 2-chloroethyl vinyl ether (25 g, 0.24 mol) and potassium phthalimide (25 g, 0.135 mol) in 100° C. DMF (75 ml) using tetra n-butyl ammonium bromide (0.5 g) as the phase transfer catalyst. This solution was heated for 6 h and then crashed out in water and filtered. This solid was then recrystallized twice from methanol to give white crystals. Starting materials: CC[SiH](CC)CC, CCC(=O)c1ccc(-c2ccc(Br)cc2F)cc1, [Na+], O=C([O-])O, O=C(O)C(F)(F)F. Product: CCCc1ccc(-c2ccc(Br)cc2F)cc1. Reaction SMILES: [CH2:19]([SiH:20]([CH2:21][CH3:22])[CH2:23][CH3:24])[CH3:25].[F:1][c:2]1[c:3](-[c:9]2[cH:10][cH:11][c:12]([C:15]([CH2:16][CH3:17])=[O:18])[cH:13][cH:14]2)[cH:4][cH:5][c:6]([Br:8])[cH:7]1.[Na+:26].[OH:27][C:28](=[O:29])[O-:30].[OH:31][C:32]([C:33]([F:34])([F:35])[F:36])=[O:37]>>[F:1][c:2]1[c:3](-[c:9]2[cH:10][cH:11][c:12]([CH2:15][CH2:16][CH3:17])[cH:13][cH:14]2)[cH:4][cH:5][c:6]([Br:8])[cH:7]1. Starting materials: C1(=CC=CC=C1)OC(=O)N1[C@@H](C[C@@H](C1)P(C1=CC=CC=C1)C1=CC=CC=C1)CP(C1=CC=CC=C1)C1=CC=CC=C1 ((2S,4S)-N-phenyloxycarbonyl-4-diphenylphosphino-2-diphenylphosphinomethylpyrrolidine), C(C1=CC=CC=C1)=C(C(=O)O)CC(=O)N1C[C@H]2CCCC[C@H]2C1 (2-benzylidene-3-(cis-hexahydro-2-isoindolinylcarbonyl)propionic acid). Product: C=1C=CC(=CC1)C[C@@H](CC(=O)N2C[C@H]3CCCC[C@H]3C2)C(=O)O (mitiglinide). As a reaction SMILES: C1(OC(N2C[C@@H](P(C3C=CC=CC=3)C3C=CC=CC=3)C[C@H]2CP(C2C=CC=CC=2)C2C=CC=CC=2)=O)C=CC=CC=1.[CH:42](=[C:49]([CH2:53][C:54]([N:56]1[CH2:64][C@H:63]2[C@H:58]([CH2:59][CH2:60][CH2:61][CH2:62]2)[CH2:57]1)=[O:55])[C:50]([OH:52])=[O:51])[C:43]1[CH:48]=[CH:47][CH:46]=[CH:45][CH:44]=1>>[CH:46]1[CH:45]=[CH:44][C:43]([CH2:42][C@H:49]([C:50]([OH:52])=[O:51])[CH2:53][C:54]([N:56]2[CH2:57][C@H:58]3[C@H:63]([CH2:62][CH2:61][CH2:60][CH2:59]3)[CH2:64]2)=[O:55])=[CH:48][CH:47]=1. Procedure details: The preparation was carried out in the same manner as in Example 1, except that 3.02 mg of (2S,4S)-N-phenyloxycarbonyl-4-diphenylphosphino-2-diphenylphosphinomethylpyrrolidine (PPPM) was used instead of 3.02 mg of PCPPM of Example 1. After the reaction, the residual ratio of 2-benzylidene-3-(cis-hexahydro-2-isoindolinylcarbonyl)propionic acid was 9.74%, and the optical purity of mitiglinide thus obtained was 94.5% e.e. The reactants are ClCC(=O)NC1=C(C=CC=C1)NC1=CC=C(C=C1)C (2-Chloro-N-[2-[(4-methylphenyl)amino]phenyl]acetamide), CC1=CC=C(C=C1)NC=1C(=CC=CC1)N (N-(4-methylphenyl)-1,2-benzenediamine), NC1=CC=NC=C1 (4-aminopyridine). Solvent: C(Cl)(Cl)Cl (chloroform). Reaction conditions: time 8 hour. The product is Cl.CC1=CC=C(C=C1)NC1=C(C=CC=C1)NC(CNC1=CC=NC=C1)=O (N-[2-[(4-methylphenyl)amino]phenyl]-2-[(4-pyridinyl)amino]-acetamide hydrochloride). As a reaction SMILES: [Cl:1][CH2:2][C:3]([NH:5][C:6]1[CH:11]=[CH:10][CH:9]=[CH:8][C:7]=1[NH:12][C:13]1[CH:18]=[CH:17][C:16]([CH3:19])=[CH:15][CH:14]=1)=[O:4].CC1C=CC(NC2C(N)=CC=CC=2)=CC=1.[NH2:35][C:36]1[CH:41]=[CH:40][N:39]=[CH:38][CH:37]=1>C(Cl)(Cl)Cl>[ClH:1].[CH3:19][C:16]1[CH:17]=[CH:18][C:13]([NH:12][C:7]2[CH:8]=[CH:9][CH:10]=[CH:11][C:6]=2[NH:5][C:3](=[O:4])[CH2:2][NH:35][C:36]2[CH:41]=[CH:40][N:39]=[CH:38][CH:37]=2)=[CH:14][CH:15]=1 |f:4.5|. Procedure: 2-Chloro-N-[2-[(4-methylphenyl)amino]phenyl]acetamide which had been synthesized from N-(4-methylphenyl)-1,2-benzenediamine by substantially the same manner as described in Reference Example 1 and 4-aminopyridine were dissolved in chloroform and the solution was left on standing under stirring at room temperature overnight, whereby the reaction was completed. The resulting precipitates were collected by filtration and recrystallized from ethanol to give N-[2-[(4-methylphenyl)amino]phenyl]-2-[(4-... The reactants are Cl, Cl, [K+], [N-]=C=O, NCc1cccc(-c2csc(N=C(N)N)n2)c1, O. Product: NC(=O)NCc1cccc(-c2csc(N=C(N)N)n2)c1. RXN SMILES: [ClH:1].[ClH:2].[K+:23].[N-:20]=[C:21]=[O:22].[NH2:3][CH2:4][c:5]1[cH:6][c:7](-[c:11]2[n:12][c:13]([N:16]=[C:17]([NH2:18])[NH2:19])[s:14][cH:15]2)[cH:8][cH:9][cH:10]1.[OH2:24]>>[NH:3]([CH2:4][c:5]1[cH:6][c:7](-[c:11]2[n:12][c:13]([N:16]=[C:17]([NH2:18])[NH2:19])[s:14][cH:15]2)[cH:8][cH:9][cH:10]1)[C:21]([NH2:20])=[O:22]. The reactants are O1N=CC=C1C(=O)Cl (isoxazole-5-carbonyl chloride), Cl.Cl.CS(=O)(=O)C1=CC=C(C=C1)C[C@H](C)N(CCCCN1CCNCCC1=O)CCC (4-(4-{[(S)-2-(4-methanesulfonylphenyl)-1-methylethyl]-propylamino)butyl)-[1,4]diazepan-5-one dihydrochloride). The solvent is O (water), C1(=CC=CC=C1)C (toluene), C([O-])([O-])=O.[Na+].[Na+] (sodium carbonate). Conditions: time 4 hour. Product: C(C)N(CCCCN1CCN(CCC1=O)C(=O)C1=CC=NO1)C(CC1=CC=C(C=C1)S(=O)(=O)C)C (4-(4-[ethyl-[2-(4-methanesulfonyl-phenyl)-1-methylethyl]amino}butyl)-1-(isoxazole-5-carbonyl)-[1,4]diazepan-5-one), hydrochloride salt. RXN SMILES: Cl.Cl.[CH3:3][S:4]([C:7]1[CH:12]=[CH:11][C:10]([CH2:13][C@@H:14]([N:16]([CH2:29][CH2:30]C)[CH2:17][CH2:18][CH2:19][CH2:20][N:21]2[C:27](=[O:28])[CH2:26][CH2:25][NH:24][CH2:23][CH2:22]2)[CH3:15])=[CH:9][CH:8]=1)(=[O:6])=[O:5].[O:32]1[C:36]([C:37](Cl)=[O:38])=[CH:35][CH:34]=[N:33]1>C1(C)C=CC=CC=1.C(=O)([O-])[O-].[Na+].[Na+].O>[CH2:29]([N:16]([CH:14]([CH3:15])[CH2:13][C:10]1[CH:11]=[CH:12][C:7]([S:4]([CH3:3])(=[O:5])=[O:6])=[CH:8][CH:9]=1)[CH2:17][CH2:18][CH2:19][CH2:20][N:21]1[C:27](=[O:28])[CH2:26][CH2:25][N:24]([C:37]([C:36]2[O:32][N:33]=[CH:34][CH:35]=2)=[O:38])[CH2:23][CH2:22]1)[CH3:30] |f:0.1.2,5.6.7|. Reported procedure: To a mixture of 4-(4-{[(S)-2-(4-methanesulfonylphenyl)-1-methylethyl]-propylamino)butyl)-[1,4]diazepan-5-one dihydrochloride (0.15 g, 0.3 mmole) in toluene (5 mL) and saturated sodium carbonate (2 mL) was added isoxazole-5-carbonyl chloride (0.04 g, 0.31 mmole). The reaction mixture was stirred at room temperature for 4 hours. The mixture was diluted with water and extracted with ethyl acetate. The organic phase was washed with saturated sodium chloride, dried (magnesium sulfate), and concentrat... Reactants: [Al+3], COc1ccc(C(=O)Cl)cc1, [Cl-], [Cl-], [Cl-], ClCCCl, COc1ccc2c(-c3ccccc3)csc2c1. Yields the product COc1ccc(C(=O)c2sc3cc(OC)ccc3c2-c2ccccc2)cc1. Reaction SMILES: [Al+3:30].[CH3:18][O:19][c:20]1[cH:21][cH:22][c:23]([C:24](=[O:25])[Cl:26])[cH:27][cH:28]1.[Cl-:29].[Cl-:31].[Cl-:32].[Cl:33][CH2:34][CH2:35][Cl:36].[c:1]1(-[c:7]2[cH:8][s:9][c:10]3[c:11]2[cH:12][cH:13][c:14]([O:16][CH3:17])[cH:15]3)[cH:2][cH:3][cH:4][cH:5][cH:6]1>>[c:1]1(-[c:7]2[c:8]([C:24]([c:23]3[cH:22][cH:21][c:20]([O:19][CH3:18])[cH:28][cH:27]3)=[O:25])[s:9][c:10]3[c:11]2[cH:12][cH:13][c:14]([O:16][CH3:17])[cH:15]3)[cH:2][cH:3][cH:4][cH:5][cH:6]1. Starting materials: Cl (Hydrochloric acid), resultant mixture, CCOCC (Ether), C(C)(C)(C)OC(=O)N1CCC(CC1)C(=O)OCOC(N(C[C@H]1CN(C(O1)=O)C1=CC(=C(C=C1)C1CCS(CC1)(=O)=O)F)C(C)=O)=O ((R)-piperidine-1,4-dicarboxylic acid 4-[(acetyl-{3-[4-(1,1-dioxo-hexahydro-1λ6-thiopyran-4-yl)-3-fluoro-phenyl]-2-oxo-oxazolidin-5-ylmethyl}-carbamoyloxy)-methyl] ester 1-tert-butyl ester), C1(=CC=CC=C1)OC (anisole). Solvent: O1CCOCC1 (dioxane), O1CCCC1 (tetrahydrofuran). Yields the product Cl.C(C)(=O)N(C(=O)OCOC(=O)C1CCNCC1)C[C@H]1CN(C(O1)=O)C1=CC(=C(C=C1)C1CCS(CC1)(=O)=O)F ((R)-piperidine-4-carboxylic acid (acetyl-{3-[4-(1,1-dioxo-hexahydro-1λ6-thiopyran-4-yl)-3-fluoro-phenyl]-2-oxo-oxazolidin-5-ylmethyl}-carbamoyloxy)-methyl ester hydrochloride). Reaction SMILES: C(OC([N:8]1[CH2:13][CH2:12][CH:11]([C:14]([O:16][CH2:17][O:18][C:19](=[O:46])[N:20]([C:43](=[O:45])[CH3:44])[CH2:21][C@@H:22]2[O:26][C:25](=[O:27])[N:24]([C:28]3[CH:33]=[CH:32][C:31]([CH:34]4[CH2:39][CH2:38][S:37](=[O:41])(=[O:40])[CH2:36][CH2:35]4)=[C:30]([F:42])[CH:29]=3)[CH2:23]2)=[O:15])[CH2:10][CH2:9]1)=O)(C)(C)C.C1(OC)C=CC=CC=1.[ClH:55].CCOCC>O1CCCC1.O1CCOCC1>[ClH:55].[C:43]([N:20]([CH2:21][C@@H:22]1[O:26][C:25](=[O:27])[N:24]([C:28]2[CH:33]=[CH:32][C:31]([CH:34]3[CH2:39][CH2:38][S:37](=[O:40])(=[O:41])[CH2:36][CH2:35]3)=[C:30]([F:42])[CH:29]=2)[CH2:23]1)[C:19]([O:18][CH2:17][O:16][C:14]([CH:11]1[CH2:12][CH2:13][NH:8][CH2:9][CH2:10]1)=[O:15])=[O:46])(=[O:45])[CH3:44] |f:6.7|. Reported procedure: (R)-Piperidine-1,4-dicarboxylic acid 4-[(acetyl-{3-[4-(1,1-dioxo-hexahydro-1λ6-thiopyran-4-yl)-3-fluoro-phenyl]-2-oxo-oxazolidin-5-ylmethyl}-carbamoyloxy)-methyl] ester 1-tert-butyl ester (17) (588.5 mg, 0.88 mmol) and anisole (0.9 mL) are diluted with tetrahydrofuran (17 mL). Hydrochloric acid in dioxane (4 M, 6.6 mL) is added dropwise and the resultant mixture is stirred at RT overnight. Ether is added dropwise to the mixture while stirring, resulting in the formation of a solid. The solid is ...